The task is: describe an organic reaction: reactants, conditions, products, and yield. This data is from the Open Reaction Database (ORD), a public repository of structured organic reaction records. Run in C(Cl)(Cl)(Cl)Cl (CCl4). Yields the product COC(C1=CC(=C(C(=C1)Br)CBr)Br)=O (methyl-4-bromomethyl-3,5-dibromo-benzoate). Procedure: To a solution of methyl 3,5-dibromo-4-methylbenzoate (150.0 g, 0.487 mol) in 2 L anhydrous CCl4 under a nitrogen atmosphere was added N-bromosuccinimide (125.7 g, 0.706 mol) and benzoyl peroxide (12.98 g, 0.054 mol). The solution was then heated to reflux. Once the solution reached reflux it was irradiated with a 250 W sun lamp. After 6 h the solution was cooled to RT and filtered. The precipitate (succinimde) was washed with DCM and the filtrate concentrated. The residue (ca. 246 g) was purifie... As a reaction SMILES: [Br:1][C:2]1[CH:3]=[C:4]([CH:9]=[C:10]([Br:13])[C:11]=1[CH3:12])[C:5]([O:7][CH3:8])=[O:6].[Br:14]N1C(=O)CCC1=O.C(OOC(=O)C1C=CC=CC=1)(=O)C1C=CC=CC=1>C(Cl)(Cl)(Cl)Cl>[CH3:8][O:7][C:5](=[O:6])[C:4]1[CH:3]=[C:2]([Br:1])[C:11]([CH2:12][Br:14])=[C:10]([Br:13])[CH:9]=1. Reactants: BrC=1C=C(C(=O)OC)C=C(C1C)Br (methyl 3,5-dibromo-4-methylbenzoate), BrN1C(CCC1=O)=O (N-bromosuccinimide), C(C1=CC=CC=C1)(=O)OOC(C1=CC=CC=C1)=O (benzoyl peroxide). Reactants: C(C)(=O)Cl (acetyl chloride), O[C@@H]1C[C@@H](CCCC1)NC(OC(C)(C)C)=O (tert-Butyl (1R,3S)-3-hydroxycycloheptylcarbamate). Run in CO (methanol). Reaction conditions: time 8 hour. The product is Cl.N[C@H]1C[C@H](CCCC1)O ((1S,3R)-3-aminocycloheptanol hydrochloride). Isolated yield 95.2%. RXN SMILES: C([Cl:4])(=O)C.[OH:5][C@H:6]1[CH2:12][CH2:11][CH2:10][CH2:9][C@@H:8]([NH:13]C(=O)OC(C)(C)C)[CH2:7]1>CO>[ClH:4].[NH2:13][C@@H:8]1[CH2:9][CH2:10][CH2:11][CH2:12][C@H:6]([OH:5])[CH2:7]1 |f:3.4|. Procedure: To vigorously stirring methanol (60 mL) at 0° C. was added acetyl chloride (5.11 mL, 72.0 mmol) and the resulting mixture was allowed to stir for 30 min. tert-Butyl (1R,3S)-3-hydroxycycloheptylcarbamate (5500 mg, 23.98 mmol; synthesis described herein) was added and the resulting mixture was then stirred overnight at room temperature. The reaction mixture was concentrated under reduced pressure to an oil that was triturated with ethyl ether (100 mL) overnight. The solids were filtered, rinsed wi...